From a dataset of the Open Reaction Database (ORD), a public repository of structured organic reaction records. describe an organic reaction: reactants, conditions, products, and yield Reactants: O=C1CCC(N2Cc3c(OCc4cccc(CBr)c4)cccc3C2=O)C(=O)N1, CCN(C(C)C)C(C)C, CC#N, Cl, Fc1ccc(C2CCNCC2)cc1. The product is O=C1CCC(N2Cc3c(OCc4cccc(CN5CCC(c6ccc(F)cc6)CC5)c4)cccc3C2=O)C(=O)N1. Reaction SMILES: [Br:1][CH2:2][c:3]1[cH:4][c:5]([CH2:6][O:7][c:8]2[c:9]3[c:13]([cH:14][cH:15][cH:16]2)[C:12](=[O:17])[N:11]([CH:18]2[C:19](=[O:25])[NH:20][C:21](=[O:24])[CH2:22][CH2:23]2)[CH2:10]3)[cH:26][cH:27][cH:28]1.[CH2:43]([N:44]([CH:45]([CH3:46])[CH3:47])[CH:48]([CH3:49])[CH3:50])[CH3:51].[CH3:52][C:53]#[N:54].[ClH:29].[F:30][c:31]1[cH:32][cH:33][c:34]([CH:37]2[CH2:38][CH2:39][NH:40][CH2:41][CH2:42]2)[cH:35][cH:36]1>>[CH2:2]([c:3]1[cH:4][c:5]([CH2:6][O:7][c:8]2[c:9]3[c:13]([cH:14][cH:15][cH:16]2)[C:12](=[O:17])[N:11]([CH:18]2[C:19](=[O:25])[NH:20][C:21](=[O:24])[CH2:22][CH2:23]2)[CH2:10]3)[cH:26][cH:27][cH:28]1)[N:40]1[CH2:39][CH2:38][CH:37]([c:34]2[cH:33][cH:32][c:31]([F:30])[cH:36][cH:35]2)[CH2:42][CH2:41]1. Conditions: time 2 hour. Solvent: C(C)(=O)OCC (ethyl acetate). Isolated yield 58.7%. Reaction SMILES: [O:1]=[C:2]1[N:7]([CH2:8][C:9]2[C:14]([F:15])=[CH:13][C:12]([C:16]3[C:17]([C:22]#[N:23])=[CH:18][CH:19]=[CH:20][CH:21]=3)=[CH:11][C:10]=2[F:24])[C:6]2[S:25][C:26]([CH2:28][C:29]([F:32])([F:31])[F:30])=[CH:27][C:5]=2[C:4](=[O:33])[NH:3]1.Br[CH2:35][C:36]([C:38]1[CH:43]=[CH:42][C:41]([O:44][CH3:45])=[CH:40][CH:39]=1)=[O:37].CN(C)C=O.[H-].[Na+]>C(OCC)(=O)C>[F:24][C:10]1[CH:11]=[C:12]([C:16]2[C:17]([C:22]#[N:23])=[CH:18][CH:19]=[CH:20][CH:21]=2)[CH:13]=[C:14]([F:15])[C:9]=1[CH2:8][N:7]1[C:6]2[S:25][C:26]([CH2:28][C:29]([F:32])([F:31])[F:30])=[CH:27][C:5]=2[C:4](=[O:33])[N:3]([CH2:35][C:36]([C:38]2[CH:43]=[CH:42][C:41]([O:44][CH3:45])=[CH:40][CH:39]=2)=[O:37])[C:2]1=[O:1] |f:3.4|. Reactants: O=C1NC(C2=C(N1CC1=C(C=C(C=C1F)C=1C(=CC=CC1)C#N)F)SC(=C2)CC(F)(F)F)=O (4′-{[2,4-dioxo-6-(2,2,2-trifluoroethyl)-3,4-dihydrothieno[2,3-d]pyrimidin-1(2H)-yl]methyl}-3′,5′-difluorobiphenyl-2-carbonitrile), BrCC(=O)C1=CC=C(C=C1)OC (2-bromo-1-(4-methoxyphenyl)ethanone), CN(C=O)C (N,N-dimethylformamide), [H-].[Na+] (sodium hydride). Procedure: To a mixture of 4′-{[2,4-dioxo-6-(2,2,2-trifluoroethyl)-3,4-dihydrothieno[2,3-d]pyrimidin-1(2H)-yl]methyl}-3′,5′-difluorobiphenyl-2-carbonitrile (0.65 g), 2-bromo-1-(4-methoxyphenyl)ethanone (0.34 g) and N,N-dimethylformamide (15 mL) was added 60% sodium hydride (0.082 g), and the mixture was stirred at room temperature for 2 hr. The reaction mixture was diluted with ethyl acetate, washed with 5% potassium hydrogensulfate and then saturated brine, and dried over anhydrous magnesium sulfate. The ... Yields the product FC=1C=C(C=C(C1CN1C(N(C(C2=C1SC(=C2)CC(F)(F)F)=O)CC(=O)C2=CC=C(C=C2)OC)=O)F)C=2C(=CC=CC2)C#N (3′,5′-difluoro-4′-{[3-[2-(4-methoxyphenyl)-2-oxoethyl]-2,4-dioxo-6-(2,2,2-trifluoroethyl)-3,4-dihydrothieno[2,3-d]pyrimidin-1(2H)-yl]methyl}biphenyl-2-carbonitrile). Starting materials: C1OC=2C=C3C=C(C(=NC3=CC2O1)N)C(=O)N (6,7-methylenedioxy-2-aminoquinoline-3-carboxamide), C[O-].[Na+] (sodium methoxide), C(C(=O)OCC)(=O)OCC (diethyl oxalate). Run at temperature 150 celsius. The product is C1OC=2C=C3C=C4C(=NC3=CC2O1)N=C(NC4=O)C(=O)OCC (Ethyl 7,8-Methylenedioxypyrimido[4,5-b]Quinolin-4(3H)-One-2-Carboxylate). As a reaction SMILES: [CH2:1]1[O:13][C:12]2[CH:11]=[C:10]3[C:5]([CH:6]=[C:7]([C:15]([NH2:17])=[O:16])[C:8]([NH2:14])=[N:9]3)=[CH:4][C:3]=2[O:2]1.C[O-].[Na+].[C:21](OCC)(=O)[C:22]([O:24][CH2:25][CH3:26])=[O:23]>>[CH2:1]1[O:13][C:12]2[CH:11]=[C:10]3[C:5]([CH:6]=[C:7]4[C:15](=[O:16])[NH:17][C:21]([C:22]([O:24][CH2:25][CH3:26])=[O:23])=[N:14][C:8]4=[N:9]3)=[CH:4][C:3]=2[O:2]1 |f:1.2|. Procedure details: A mixture of 6,7-methylenedioxy-2-aminoquinoline-3-carboxamide (1.50 g., 6.5 millimoles), sodium methoxide (0.05 g., 1.25 millimoles) and diethyl oxalate (150 ml.) is heated to 150° C. for 3.5 hours. The mixture is then cooled to room temperature to precipitate the product which is recovered by filtration (1.0 g.). It is purified by chromatography on silica gel using chloroform:methanol (99:1) as eluant. The product is recovered by evaporation of the eluate and recrystallization of the residue f...